Dataset: the Open Reaction Database (ORD), a public repository of structured organic reaction records. Task: describe an organic reaction: reactants, conditions, products, and yield The reactants are CCO, O=Cc1cncc(Cl)c1Cl, Cl, NO, O. Product: ON=Cc1cncc(Cl)c1Cl. As a reaction SMILES: [CH3:14][CH2:15][OH:16].[Cl:1][c:2]1[c:3]([CH:9]=[O:10])[cH:4][n:5][cH:6][c:7]1[Cl:8].[ClH:11].[NH2:12][OH:13].[OH2:17]>>[Cl:1][c:2]1[c:3]([CH:9]=[N:12][OH:13])[cH:4][n:5][cH:6][c:7]1[Cl:8]. Run in O (water), CO (methanol). Isolated yield 95.8%. Reactants: CC1(CC(C=2C=CC=C(C2C1)C(=O)OC)=O)C (methyl 7,7-dimethyl-5-oxo-5,6,7,8-tetrahydro-1-naphthalenecarboxylate), [OH-].[K+] (potassium hydroxide). Conditions: time 8 hour. RXN SMILES: [CH3:1][C:2]1([CH3:17])[CH2:11][C:10]2[C:9]([C:12]([O:14]C)=[O:13])=[CH:8][CH:7]=[CH:6][C:5]=2[C:4](=[O:16])[CH2:3]1.[OH-].[K+]>CO.O>[CH3:1][C:2]1([CH3:17])[CH2:11][C:10]2[C:9]([C:12]([OH:14])=[O:13])=[CH:8][CH:7]=[CH:6][C:5]=2[C:4](=[O:16])[CH2:3]1 |f:1.2|. The product is CC1(CC(C=2C=CC=C(C2C1)C(=O)O)=O)C (7,7-dimethyl-5-oxo-5,6,7,8-tetrahydro-1-naphthalenecarboxylic acid). Reported procedure: A solution of 2.5 g (11 mmol) of methyl 7,7-dimethyl-5-oxo-5,6,7,8-tetrahydro-1-naphthalenecarboxylate (J. Org. Chem. 17 (1976), 2918) and 1.8 g (33 mmol) of potassium hydroxide in 50 ml of methanol and 5 ml of water was allowed to stand at room temperature overnight. After distilling off the methanol in vacuo, the residue was taken up in 40 ml of water and the mixture was acidified with dilute hydrochloric acid. The precipitated product was filtered off with suction and dried in vacuo, and 2.3 ... Starting materials: ClC1=NC=CC(=C1)C1=NN(C2=C1C(=NC=C2)OC2CCOCC2)C(C2=CC=CC=C2)(C2=CC=CC=C2)C2=CC=CC=C2 (3-(2-chloropyridin-4-yl)-4-(tetrahydro-2H-pyran-4-yloxy)-1-trityl-1H-pyrazolo[4,3-c]pyridine), Cl.NC1COC1 (3-aminooxetane hydrochloride). The product is O1CC(C1)NC1=NC=CC(=C1)C1=NNC2=C1C(=NC=C2)OC2CCOCC2 (N-(Oxetan-3-yl)-4-(4-(tetrahydro-2H-pyran-4-yloxy)-1H-pyrazolo[4,3-c]pyridin-3-yl)pyridin-2-amine). The yield is 19.0%. Reaction SMILES: Cl[C:2]1[CH:7]=[C:6]([C:8]2[C:12]3[C:13]([O:17][CH:18]4[CH2:23][CH2:22][O:21][CH2:20][CH2:19]4)=[N:14][CH:15]=[CH:16][C:11]=3[N:10](C(C3C=CC=CC=3)(C3C=CC=CC=3)C3C=CC=CC=3)[N:9]=2)[CH:5]=[CH:4][N:3]=1.Cl.[NH2:44][CH:45]1[CH2:48][O:47][CH2:46]1>>[O:47]1[CH2:48][CH:45]([NH:44][C:2]2[CH:7]=[C:6]([C:8]3[C:12]4[C:13]([O:17][CH:18]5[CH2:19][CH2:20][O:21][CH2:22][CH2:23]5)=[N:14][CH:15]=[CH:16][C:11]=4[NH:10][N:9]=3)[CH:5]=[CH:4][N:3]=2)[CH2:46]1 |f:1.2|. Procedure details: Prepared according to the procedure described in Example 111, by reacting 3-(2-chloropyridin-4-yl)-4-(tetrahydro-2H-pyran-4-yloxy)-1-trityl-1H-pyrazolo[4,3-c]pyridine with 3-aminooxetane hydrochloride for 70 minutes in Step 1 to give the title compound (13.3 mg, 19% over two steps). LC-MS (Method G): m/z=368.1 [M+H]+; 2.93 min. 1H-NMR (400 MHz, DMSO): δ 13.68 (s, 1H), 8.24 (d, J=7.1, 1H), 7.96-7.91 (m, 1H), 7.63 (s, 1H), 7.54 (d, J=7.1, 1H), 7.24 (d, J=5.4, 1H), 5.55-5.40 (m, 2H), 3.91-3.81 (m, ... Reactants: CCN(C(C)C)C(C)C, Cc1c(CCl)sc2c(=O)c(C(=O)NCc3ccc(Cl)cc3)cn(C)c12, CNCC(O)c1ccc2c(c1)OCO2, CN(C)C=O, O. Yields the product Cc1c(CN(C)CC(O)c2ccc3c(c2)OCO3)sc2c(=O)c(C(=O)NCc3ccc(Cl)cc3)cn(C)c12. As a reaction SMILES: [CH:40]([N:41]([CH:42]([CH3:43])[CH3:44])[CH2:45][CH3:46])([CH3:47])[CH3:48].[Cl:1][c:2]1[cH:3][cH:4][c:5]([CH2:6][NH:7][C:8](=[O:9])[c:10]2[c:11](=[O:23])[c:12]3[c:13]([n:14]([CH3:16])[cH:15]2)[c:17]([CH3:22])[c:18]([CH2:20][Cl:21])[s:19]3)[cH:24][cH:25]1.[O:26]1[CH2:27][O:28][c:29]2[c:30]1[cH:31][cH:32][c:33]([CH:35]([CH2:36][NH:37][CH3:38])[OH:39])[cH:34]2.[O:49]=[CH:50][N:51]([CH3:52])[CH3:53].[OH2:54]>>[Cl:1][c:2]1[cH:3][cH:4][c:5]([CH2:6][NH:7][C:8](=[O:9])[c:10]2[c:11](=[O:23])[c:12]3[c:13]([n:14]([CH3:16])[cH:15]2)[c:17]([CH3:22])[c:18]([CH2:20][N:37]([CH2:36][CH:35]([c:33]2[cH:32][cH:31][c:30]4[c:29]([cH:34]2)[O:28][CH2:27][O:26]4)[OH:39])[CH3:38])[s:19]3)[cH:24][cH:25]1. Starting materials: CCOC(=O)Cc1nc(OCC)cc(OCC)n1, C1CCOC1, Cl, [Li+], [OH-]. The product is CCOc1cc(OCC)nc(CC(=O)O)n1. Reaction SMILES: [CH2:1]([CH3:2])[O:3][C:4]([CH2:5][c:6]1[n:7][c:8]([O:15][CH2:16][CH3:17])[cH:9][c:10]([O:12][CH2:13][CH3:14])[n:11]1)=[O:18].[CH2:22]1[O:23][CH2:24][CH2:25][CH2:26]1.[ClH:21].[Li+:20].[OH-:19]>>[O:3]=[C:4]([CH2:5][c:6]1[n:7][c:8]([O:15][CH2:16][CH3:17])[cH:9][c:10]([O:12][CH2:13][CH3:14])[n:11]1)[OH:18]. The reactants are ClC1=C(OC2=C(N)C=CC=C2)C=CC(=C1Cl)Cl (2-(2,3,4-trichlorophenoxy)aniline), NC=1SC=CN1 (2-aminothiazole), ClC1=C(OC2=C(N)C=CC=C2)C=CC(=C1Cl)Cl (2-(2,3,4-trichlorophenoxy)aniline), ClC1=C(C=CC(=C1Cl)Cl)O (2,3,4-trichlorophenol), FC1=C(C=CC=C1)[N+](=O)[O-] (1-fluoro-2-nitrobenzene). Yields the product ClC1=C(OC2=C(C=CC=C2)[N+](=O)[O-])C=CC(=C1Cl)Cl (2-(2,3,4-Trichlorophenoxy)-1-nitrobenzene), ClC1=C(OC2=C(C=CC=C2)NC(=O)NC=2SC=CN2)C=CC(=C1Cl)Cl (N-[2-(2,3,4-Trichlorophenoxy)phenyl]-N′-(thiazol-2-yl)urea). Yield: 55.0%. As a reaction SMILES: [Cl:1][C:2]1[C:7]([Cl:8])=[C:6]([Cl:9])[CH:5]=[CH:4][C:3]=1[OH:10].F[C:12]1[CH:17]=[CH:16][CH:15]=[CH:14][C:13]=1[N+:18]([O-:20])=[O:19].[Cl:21][C:22]1[C:35]([Cl:36])=[C:34]([Cl:37])[CH:33]=[CH:32][C:23]=1[O:24][C:25]1[CH:31]=[CH:30][CH:29]=[CH:28][C:26]=1[NH2:27].[NH2:38][C:39]1[S:40][CH:41]=[CH:42][N:43]=1>>[Cl:1][C:2]1[C:7]([Cl:8])=[C:6]([Cl:9])[CH:5]=[CH:4][C:3]=1[O:10][C:12]1[CH:17]=[CH:16][CH:15]=[CH:14][C:13]=1[N+:18]([O-:20])=[O:19].[Cl:21][C:22]1[C:35]([Cl:36])=[C:34]([Cl:37])[CH:33]=[CH:32][C:23]=1[O:24][C:25]1[CH:31]=[CH:30][CH:29]=[CH:28][C:26]=1[NH:27][C:3]([NH:38][C:39]1[S:40][CH:41]=[CH:42][N:43]=1)=[O:10]. Reported procedure: 2-(2,3,4-Trichlorophenoxy)-1-nitrobenzene (1.04 g, 65%) was prepared from 2,3,4-trichlorophenol (0.98 g, 5.0 mmol) and 1-fluoro-2-nitrobenzene (0.71 g, 5.0 mmol) following the general procedure A. This was reduced to 2-(2,3,4-trichlorophenoxy)aniline (0.42 g, 60%, 2.5 mmol scale) following general procedure B. N-[2-(2,3,4-Trichlorophenoxy)phenyl]-N′-(thiazol-2-yl)urea (343 mg, 55%) was prepared from 2-(2,3,4-trichlorophenoxy)aniline (420 mg, 1.5 mmol) and 2-aminothiazole (150 mg, 1.5 mmol) follo... Starting materials: COC(CCSCC(C1=CC=CC=C1)=O)=O (3-(benzoylmethylthio)-propionic acid methyl ester), O([Na])C.CO (NaOCH3 MeOH). Reaction conditions: temperature 0 celsius, time 2 hour. The product is OC1C(SC=C1)C(C1=CC=CC=C1)=O (3-hydroxy-2-benzoyldihydrothiophene). Yield: 90.0%. RXN SMILES: CO[C:3](=[O:16])[CH2:4][CH2:5][S:6][CH2:7][C:8](=[O:15])[C:9]1[CH:14]=[CH:13][CH:12]=[CH:11][CH:10]=1.O(C)[Na].CO>>[OH:16][CH:3]1[CH:4]=[CH:5][S:6][CH:7]1[C:8](=[O:15])[C:9]1[CH:10]=[CH:11][CH:12]=[CH:13][CH:14]=1 |f:1.2|. Reported procedure: 23.8 Parts of 3-(benzoylmethylthio)-propionic acid methyl ester are added in the course of 30 minutes to 36 parts of a 30 percent strength by weight NaOCH3 /MeOH solution which has been cooled to 0° C., and the mixture is stirred for 2 hours at from 0° to 10° C. The end product is isolated from the reaction mixture by the method described in Example 14b). 18.5 parts (90% of theory) of 3-hydroxy-2-benzoyldihydrothiophene of boiling point 137°-140° C./0.16-0.08 mbar are obtained.